From a dataset of the Open Reaction Database (ORD), a public repository of structured organic reaction records. describe an organic reaction: reactants, conditions, products, and yield Run in C(Cl)(Cl)(Cl)Cl (carbon tetrachloride). Run at time 0.5 hour. Yields the product ClC1=C(C=CC(=C1)Cl)CCl (2,4-dichloro-chloromethylbenzene). Procedure: 1 Mol of 2,4-dichloro-methylbenzene and 322 g of carbon tetrachloride are heated to reflux. 0.8 g of azobisisobutyronitrile is added and chlorine gas is introduced in a slight excess. After 0.5 hours, 0.75 mol of product is obtained according to gas-chromatographic analysis. The reactants are ClCl (chlorine), ClC1=C(C=CC(=C1)Cl)C (2,4-dichloro-methylbenzene). Reagents/catalysts: N(=NC(C#N)(C)C)C(C#N)(C)C (azobisisobutyronitrile). Reaction SMILES: [Cl:1][C:2]1[CH:7]=[C:6]([Cl:8])[CH:5]=[CH:4][C:3]=1[CH3:9].[Cl:10]Cl>N(C(C)(C)C#N)=NC(C)(C)C#N.C(Cl)(Cl)(Cl)Cl>[Cl:1][C:2]1[CH:7]=[C:6]([Cl:8])[CH:5]=[CH:4][C:3]=1[CH2:9][Cl:10]. The reactants are CCI, CCN(C(C)C)C(C)C, COC(=O)CC1(C)CC(c2cccc(Cl)c2)C(c2ccc(Cl)cc2)N(N)C1=O, CN(C)C=O. The product is CCN(CC)N1C(=O)C(C)(CC(=O)OC)CC(c2cccc(Cl)c2)C1c1ccc(Cl)cc1. RXN SMILES: [CH2:1]([CH3:2])[I:3].[CH:32]([CH3:33])([N:34]([CH2:35][CH3:36])[CH:37]([CH3:38])[CH3:39])[CH3:40].[NH2:4][N:5]1[C:6](=[O:31])[C:7]([CH3:25])([CH2:26][C:27](=[O:28])[O:29][CH3:30])[CH2:8][CH:9]([c:18]2[cH:19][c:20]([Cl:24])[cH:21][cH:22][cH:23]2)[CH:10]1[c:11]1[cH:12][cH:13][c:14]([Cl:17])[cH:15][cH:16]1.[O:41]=[CH:42][N:43]([CH3:44])[CH3:45]>>[CH2:1]([CH3:2])[N:4]([N:5]1[C:6](=[O:31])[C:7]([CH3:25])([CH2:26][C:27](=[O:28])[O:29][CH3:30])[CH2:8][CH:9]([c:18]2[cH:19][c:20]([Cl:24])[cH:21][cH:22][cH:23]2)[CH:10]1[c:11]1[cH:12][cH:13][c:14]([Cl:17])[cH:15][cH:16]1)[CH2:32][CH3:33]. Reactants: CC(=O)[O-], CC(=O)O, Cc1cc(Cl)cc(C)c1-n1cc(C(=O)Cc2ccc(F)cc2F)ccc1=O, Cl, [Na+], NO. Yields the product Cc1cc(Cl)cc(C)c1-n1cc(C(Cc2ccc(F)cc2F)=NO)ccc1=O. RXN SMILES: [CH3:32][C:33](=[O:34])[O-:35].[CH3:36][C:37](=[O:38])[OH:39].[Cl:1][c:2]1[cH:3][c:4]([CH3:27])[c:5](-[n:9]2[c:10](=[O:26])[cH:11][cH:12][c:13]([C:15]([CH2:16][c:17]3[c:18]([F:24])[cH:19][c:20]([F:23])[cH:21][cH:22]3)=[O:25])[cH:14]2)[c:6]([CH3:8])[cH:7]1.[ClH:28].[Na+:31].[OH:29][NH2:30]>>[Cl:1][c:2]1[cH:3][c:4]([CH3:27])[c:5](-[n:9]2[c:10](=[O:26])[cH:11][cH:12][c:13]([C:15]([CH2:16][c:17]3[c:18]([F:24])[cH:19][c:20]([F:23])[cH:21][cH:22]3)=[N:30][OH:29])[cH:14]2)[c:6]([CH3:8])[cH:7]1. Reactants: [Al+3], [Cl-], [Cl-], [Cl-], FC(F)(F)c1ccc(Cl)nc1, O. Yields the product Clc1ccc(C(Cl)(Cl)Cl)cn1. RXN SMILES: [Al+3:13].[Cl-:12].[Cl-:14].[Cl-:15].[Cl:1][c:2]1[n:3][cH:4][c:5]([C:8]([F:9])([F:10])[F:11])[cH:6][cH:7]1.[OH2:16]>>[Cl:1][c:2]1[n:3][cH:4][c:5]([C:8]([Cl:12])([Cl:14])[Cl:15])[cH:6][cH:7]1. Reactants: ClC1=NC(=NC=C1Cl)N1CCC(CC1)C=1SC=C(N1)COC1=CC=C(C=C1)N1N=NN=C1 (4,5-Dichloro-2-{4-[4-(4-tetrazol-1-yl-phenoxymethyl)-thiazol-2-yl]-piperidin-1-yl}-pyrimidine), ClC1=NC(=NC=C1Cl)N1CCC(CC1)C=1SC=C(N1)COC1=CC=C(C=C1)N1N=NN=C1 (4,5-Dichloro-2-{4-[4-(4-tetrazol-1-yl-phenoxymethyl)-thiazol-2-yl]-piperidin-1-yl}-pyrimidine), ClC(=O)OCC=C (allyl chloroformate). The product is C(C=C)OC(=O)N1CCC(CC1)C=1SC=C(N1)COC1=CC=C(C=C1)N1N=NN=C1 (4-[4-(4-Tetrazol-1-yl-phenoxymethyl)-thiazol-2-yl]-piperidine-1-carboxylic acid allyl ester). As a reaction SMILES: ClC1C(Cl)=CN=C([N:9]2[CH2:14][CH2:13][CH:12]([C:15]3[S:16][CH:17]=[C:18]([CH2:20][O:21][C:22]4[CH:27]=[CH:26][C:25]([N:28]5[CH:32]=[N:31][N:30]=[N:29]5)=[CH:24][CH:23]=4)[N:19]=3)[CH2:11][CH2:10]2)N=1.Cl[C:34]([O:36][CH2:37][CH:38]=[CH2:39])=[O:35]>>[CH2:37]([O:36][C:34]([N:9]1[CH2:14][CH2:13][CH:12]([C:15]2[S:16][CH:17]=[C:18]([CH2:20][O:21][C:22]3[CH:27]=[CH:26][C:25]([N:28]4[CH:32]=[N:31][N:30]=[N:29]4)=[CH:24][CH:23]=3)[N:19]=2)[CH2:11][CH2:10]1)=[O:35])[CH:38]=[CH2:39]. Procedure details: Example 209 was prepared from 4-[4-(4-Tetrazol-1-yl-phenoxymethyl)-thiazol-2-yl]-piperidine (Intermediate 4) and allyl chloroformate in a manner similar to that described in Example 22. 1H NMR (CDCl3): δ 8.96 (1H, s), 7.63 (2H, m), 7.20 (1H, s), 7.18 (2H, m), 5.96 (1H, m), 5.31 (1H, m), 5.22 (3H, m), 4.61 (2H, m), 4.29 (2H, m), 3.21 (1H, m), 2.97 (2H, m), 2.15 (2H, m), 1.78 (2H, m).